Dataset: the Open Reaction Database (ORD), a public repository of structured organic reaction records. Task: describe an organic reaction: reactants, conditions, products, and yield Reactants: Br (HBr), O=C[C@@H](O)[C@H](O)[C@@H](O)[C@@H](O)CO (L-glucose), C(C)(=O)OC(C)=O (acetic anhydride), Br (HBr). The solvent is C(C)(=O)O (acetic acid), C(C)(=O)O (acetic acid). Conditions: time 1 hour. Product: C(C)(=O)O.C(C)(=O)O.C(C)(=O)O.C(C)(=O)O.Br[C@]1(O)[C@@H](O)[C@H](O)[C@@H](O)[C@@H](O1)CO (bromo-α-L-glucopyranoside tetraacetate). Isolated yield 78.0%. As a reaction SMILES: [O:1]=[CH:2][C@H:3]([C@@H:5]([C@H:7]([C@H:9]([CH2:11][OH:12])[OH:10])[OH:8])[OH:6])[OH:4].[C:13]([O:16]C(=O)C)(=[O:15])[CH3:14].[BrH:20]>C(O)(=O)C>[C:13]([OH:16])(=[O:15])[CH3:14].[C:13]([OH:16])(=[O:15])[CH3:14].[C:13]([OH:16])(=[O:15])[CH3:14].[C:13]([OH:16])(=[O:15])[CH3:14].[Br:20][C@:2]1([O:10][C@@H:9]([CH2:11][OH:12])[C@H:7]([OH:8])[C@@H:5]([OH:6])[C@@H:3]1[OH:4])[OH:1] |f:4.5.6.7.8|. Reported procedure: L-glucose (−)-IV-12 (4.95 g, 27.4 mmol) was added acetic anhydride (25 mL) and HBr in acetic acid (5 mL, 33%) and stirred for 1 h until the solid dissolved. Another 25 mL of HBr in acetic acid was added and the reaction mixture stirred for 6 h. Concentration in vacuo with toluene and filtration through a silica gel plug (75% ether/hexanes) furnished pure bromo-α-L-glucopyranoside tetraacetate. The bromide was dissolved in ethyl acetate (140 mL), zinc (10.9 g, 166 mmol) added, and the mixture hea... Starting materials: C1CCNCC1, Cc1oncc1C(=O)O, [Cl-], [Na+], [OH-], O. Product: Cc1oncc1C(=O)N1CCCCC1. Reaction SMILES: [CH2:1]1[CH2:2][CH2:3][NH:4][CH2:5][CH2:6]1.[CH3:10][c:11]1[c:12]([C:16](=[O:17])[OH:18])[cH:13][n:14][o:15]1.[Cl-:9].[Na+:8].[OH-:7].[OH2:19]>>[CH2:1]1[CH2:2][CH2:3][N:4]([C:16]([c:12]2[c:11]([CH3:10])[o:15][n:14][cH:13]2)=[O:17])[CH2:5][CH2:6]1. Reactants: CC(Br)C(=O)c1ccccc1, CCC(C)N(CC)CC, CCOC(C)=O, O, c1c[nH]cn1. Yields the product CC(C(=O)c1ccccc1)n1ccnc1. Reaction SMILES: [Br:1][CH:2]([C:3](=[O:4])[c:5]1[cH:6][cH:7][cH:8][cH:9][cH:10]1)[CH3:11].[CH2:17]([CH:18]([N:19]([CH2:20][CH3:21])[CH2:22][CH3:23])[CH3:24])[CH3:25].[CH3:26][CH2:27][O:28][C:29](=[O:30])[CH3:31].[OH2:32].[nH:12]1[cH:13][n:14][cH:15][cH:16]1>>[CH:2]([C:3](=[O:4])[c:5]1[cH:6][cH:7][cH:8][cH:9][cH:10]1)([CH3:11])[n:12]1[cH:13][n:14][cH:15][cH:16]1. The reactants are [Ru2Cl4 ((S)-Binap)2 ]·NEt3, C(CCC)NC(C(C[C@@H]([C@H](C[C@H](CC1=CC(=C(C=C1)OC)OCC1=CC=CC=C1)C(C)C)NC(=O)OC(C)(C)C)O)=C)=O (N-tert-butoxycarbonyl-2-methylene-4(S)-hydroxy-5(S)-amino-7(S)-isopropyl-8-(3-benzyloxy-4-methoxy-phenyl)-octanoic acid (N-butyl)amide). Run in CO (methanol). Reaction conditions: time 5 hour. The product is C(CCC)NC([C@@H](C[C@@H]([C@H](C[C@H](CC1=CC(=C(C=C1)OC)OCC1=CC=CC=C1)C(C)C)NC(=O)OC(C)(C)C)O)C)=O (N-tert-butoxycarbonyl-2(R)-methyl-4(S)-hydroxy-5(S)-amino-7(S)-isopropyl-8-(3-benzyloxy-4-methoxy-phenyl)-octanoic acid (N-butyl)amide). Reaction SMILES: [CH2:1]([NH:5][C:6](=[O:43])[C:7](=[CH2:42])[CH2:8][C@H:9]([OH:41])[C@@H:10]([NH:33][C:34]([O:36][C:37]([CH3:40])([CH3:39])[CH3:38])=[O:35])[CH2:11][C@@H:12]([CH:30]([CH3:32])[CH3:31])[CH2:13][C:14]1[CH:19]=[CH:18][C:17]([O:20][CH3:21])=[C:16]([O:22][CH2:23][C:24]2[CH:29]=[CH:28][CH:27]=[CH:26][CH:25]=2)[CH:15]=1)[CH2:2][CH2:3][CH3:4]>CO>[CH2:1]([NH:5][C:6](=[O:43])[C@H:7]([CH3:42])[CH2:8][C@H:9]([OH:41])[C@@H:10]([NH:33][C:34]([O:36][C:37]([CH3:38])([CH3:40])[CH3:39])=[O:35])[CH2:11][C@@H:12]([CH:30]([CH3:31])[CH3:32])[CH2:13][C:14]1[CH:19]=[CH:18][C:17]([O:20][CH3:21])=[C:16]([O:22][CH2:23][C:24]2[CH:25]=[CH:26][CH:27]=[CH:28][CH:29]=2)[CH:15]=1)[CH2:2][CH2:3][CH3:4]. Procedure: 3.5 g of N-tert-butoxycarbonyl-2-methylene-4(S)-hydroxy-5(S)-amino-7(S)-isopropyl-8-(3-benzyloxy-4-methoxy-phenyl)-octanoic acid (N-butyl)amide are hydrogenated in 30 ml of absolute methanol in the presence of 20 mg of [Ru2Cl4 ((S)-Binap)2 ]·NEt3 at room temperature and 25 bar for 5 hours. The reaction mixture is filtered and the filtrate is concentrated by evaporation. The residue is purified by FC (200 g of silica gel, hexane/ethyl acetate=1:1). Title compound: Rf (hexane/ethyl acetate=1:1)=0.... Reactants: [Si](C)(C)(C(C)(C)C)Cl (t-Butyidimethylsilylchloride), BrC1=CC=C(C=C1)C(CCCCC)O (1-(4-Bromophenyl)hexan-1-ol), N1C=NC=C1 (imidazole). Run in CN(C)C=O (DMF), CCOCC (Et2O). Conditions: time 16 hour. The product is BrC1=CC=C(C=C1)C(CCCCC)O[Si](C)(C)C(C)(C)C ([1-(4-Bromophenyl)hexyloxy]-tert-butyidimethyl silane). The yield is 99.6%. Reaction SMILES: [Si:1](Cl)([C:4]([CH3:7])([CH3:6])[CH3:5])([CH3:3])[CH3:2].[Br:9][C:10]1[CH:15]=[CH:14][C:13]([CH:16]([OH:22])[CH2:17][CH2:18][CH2:19][CH2:20][CH3:21])=[CH:12][CH:11]=1.N1C=CN=C1>CN(C=O)C.CCOCC>[Br:9][C:10]1[CH:11]=[CH:12][C:13]([CH:16]([O:22][Si:1]([C:4]([CH3:7])([CH3:6])[CH3:5])([CH3:3])[CH3:2])[CH2:17][CH2:18][CH2:19][CH2:20][CH3:21])=[CH:14][CH:15]=1. Reported procedure: t-Butyidimethylsilylchloride (2.49 g, 16.5 mmol) was added to a solution of the alcohol 6 (3.6 g, 14.0 mmol) and imidazole (1.91 g, 28.0 mmol) in DMF (22 mL) at 23° C. The reaction was stirred for 16 h, diluted with Et2O and washed with 1 N HCl, saturated aqueous NaHCO3 and brine. The organic portion was dried (MgSO4), filtered and concentrated in vacuo. FCC (silica gel, 100% hex) afforded 5.18 g (63%) of the silyl ether 7 as a clear, colorless oil. The reactants are FC(C=1SC=C(N1)CO)F ((2-(difluoromethyl)thiazol-4-yl)methanol), BrC1=CC(N(C=C1)C=1C=CC2=C(N(C(=N2)CC)C)C1)=O (4-bromo-1-(2-ethyl-1-methyl-1H-benzo[d]imidazol-6-yl)pyridin-2(1H)-one), CC(C)([O-])C.[K+] (potassium tert-butoxide). The solvent is C1(=CC=CC=C1)C (toluene). Run at temperature 100 celsius. Product: FC(C=1SC=C(N1)COC1=CC(N(C=C1)C=1C=CC2=C(N(C(=N2)CC)C)C1)=O)F (4-((2-(Difluoromethyl)-1,3-thiazol-4-yl)methoxy)-1-(2-ethyl-1-methyl-1H-benzimidazol-6-yl)pyridin-2(1H)-one). The yield is 30.5%. RXN SMILES: [F:1][CH:2]([F:10])[C:3]1[S:4][CH:5]=[C:6]([CH2:8][OH:9])[N:7]=1.Br[C:12]1[CH:17]=[CH:16][N:15]([C:18]2[CH:19]=[CH:20][C:21]3[N:25]=[C:24]([CH2:26][CH3:27])[N:23]([CH3:28])[C:22]=3[CH:29]=2)[C:14](=[O:30])[CH:13]=1.CC(C)([O-])C.[K+]>C1(C)C=CC=CC=1>[F:1][CH:2]([F:10])[C:3]1[S:4][CH:5]=[C:6]([CH2:8][O:9][C:12]2[CH:17]=[CH:16][N:15]([C:18]3[CH:19]=[CH:20][C:21]4[N:25]=[C:24]([CH2:26][CH3:27])[N:23]([CH3:28])[C:22]=4[CH:29]=3)[C:14](=[O:30])[CH:13]=2)[N:7]=1 |f:2.3|. Procedure details: To a suspension of (2-(difluoromethyl)thiazol-4-yl)methanol (39 mg) and 4-bromo-1-(2-ethyl-1-methyl-1H-benzo[d]imidazol-6-yl)pyridin-2(1H)-one (52.3 mg) in toluene (1 ml) was added potassium tert-butoxide (35.3 mg) at 100° C. The mixture was stirred at 100° C. under dry atmosphere (CaCl2 tube) for 30 min. The mixture was quenched with water and extracted with EtOAc. The organic layer was separated, washed with water and brine successively, dried over MgSO4 and concentrated in vacuo. The residue ... Procedure details: A mixture of 3-(benzyloxy)-5-chloro-2-nitropyridine (1.00 g, 3.78 mmol), potassium carbonate (2.09 g, 15.1 mmol), 2-chlorophenol (1.46 g, 11.3 mmol) and DMF (16 mL) was heated at 100° C. for 2 hours. The reaction mixture was cooled, partitioned between a 1:1 mixture of ethyl acetate (60 mL) and ether and water (60 mL). The organic layer was washed with 2N NaOH (30 mL), water, and brine, dried, and concentrated. The residue was purified by MPLC (Biotage) eluting with 5:1 hexane:ethyl acetate to a... Reactants: C(C1=CC=CC=C1)OC=1C(=NC=C(C1)Cl)[N+](=O)[O-] (3-(benzyloxy)-5-chloro-2-nitropyridine), C([O-])([O-])=O.[K+].[K+] (potassium carbonate), ClC1=C(C=CC=C1)O (2-chlorophenol), CN(C)C=O (DMF). Solvent: C(C)(=O)OCC (ethyl acetate). Isolated yield 54.1%. Product: C(C1=CC=CC=C1)OC=1C(=NC=C(C1)OC1=C(C=CC=C1)Cl)[N+](=O)[O-] (3-(benzyloxy)-5-(2-chlorophenoxy)-2-nitropyridine). Run at temperature 100 celsius. RXN SMILES: [CH2:1]([O:8][C:9]1[C:10]([N+:16]([O-:18])=[O:17])=[N:11][CH:12]=[C:13](Cl)[CH:14]=1)[C:2]1[CH:7]=[CH:6][CH:5]=[CH:4][CH:3]=1.C(=O)([O-])[O-].[K+].[K+].[Cl:25][C:26]1[CH:31]=[CH:30][CH:29]=[CH:28][C:27]=1[OH:32].CN(C=O)C>C(OCC)(=O)C>[CH2:1]([O:8][C:9]1[C:10]([N+:16]([O-:18])=[O:17])=[N:11][CH:12]=[C:13]([O:32][C:27]2[CH:28]=[CH:29][CH:30]=[CH:31][C:26]=2[Cl:25])[CH:14]=1)[C:2]1[CH:7]=[CH:6][CH:5]=[CH:4][CH:3]=1 |f:1.2.3|.